This data is from the Open Reaction Database (ORD), a public repository of structured organic reaction records. The task is: describe an organic reaction: reactants, conditions, products, and yield Starting materials: CCOc1nc(C)ncc1C1=NC(c2ccc(Cl)cc2)C(c2ccc(Cl)cc2)N1C(=O)N1CCNC(=O)C1, O=C(CN1CCNCC1)N1CCOCC1. The product is CCOc1nc(C)ncc1C1=NC(c2ccc(Cl)cc2)C(c2ccc(Cl)cc2)N1C(=O)N1CCN(CC(=O)N2CCOCC2)CC1. RXN SMILES: [Cl:1][c:2]1[cH:3][cH:4][c:5]([CH:8]2[N:9]=[C:10]([c:29]3[c:30]([O:36][CH2:37][CH3:38])[n:31][c:32]([CH3:35])[n:33][cH:34]3)[N:11]([C:20](=[O:21])[N:22]3[CH2:23][CH2:24][NH:25][C:26](=[O:27])[CH2:28]3)[CH:12]2[c:13]2[cH:14][cH:15][c:16]([Cl:19])[cH:17][cH:18]2)[cH:6][cH:7]1.[O:39]1[CH2:40][CH2:41][N:42]([C:45]([CH2:46][N:47]2[CH2:48][CH2:49][NH:50][CH2:51][CH2:52]2)=[O:53])[CH2:43][CH2:44]1>>[Cl:1][c:2]1[cH:3][cH:4][c:5]([CH:8]2[N:9]=[C:10]([c:29]3[c:30]([O:36][CH2:37][CH3:38])[n:31][c:32]([CH3:35])[n:33][cH:34]3)[N:11]([C:20](=[O:21])[N:50]3[CH2:49][CH2:48][N:47]([CH2:46][C:45]([N:42]4[CH2:41][CH2:40][O:39][CH2:44][CH2:43]4)=[O:53])[CH2:52][CH2:51]3)[CH:12]2[c:13]2[cH:14][cH:15][c:16]([Cl:19])[cH:17][cH:18]2)[cH:6][cH:7]1.